Dataset: the Open Reaction Database (ORD), a public repository of structured organic reaction records. Task: describe an organic reaction: reactants, conditions, products, and yield Reported procedure: Jones' reagent (126 ml of 1.67 M solution, 210.4 mmol) prepared according to the procedure described above, is added dropwise over 30 minutes to a cooled (ice-bath) solution of 5-(4′-chloro-4-ethylbiphen-3-yl)-4-hydroxycyclopent-2-enone (59.84 g, 191.3 mmol) in acetone (615 ml). The mixture is stirred for 20 minutes, then the cooling bath is removed and the mixture is stirred for 1 hour at room temperature. Isopropanol (500 ml) is added to the yellow slurry and the mixture is stirred at room tem... Solvent: CC(=O)C (acetone). Run at time 20 minute. The reactants are CC(=O)C.OS(=O)(=O)O.O=[Cr](=O)=O (Jones' reagent), ClC1=CC=C(C=2C=CC(=C(C2)C2C(C=CC2=O)O)CC)C=C1 (5-(4′-chloro-4-ethylbiphen-3-yl)-4-hydroxycyclopent-2-enone). The product is ClC1=CC=C(C=2C=CC(=C(C2)C2C(C=CC2=O)=O)CC)C=C1 (2-(4′-chloro-4-ethylbiphen-3-yl)cyclopent-4-ene-1,3-dione). Yield: 80.6%. Reaction SMILES: CC(C)=O.OS(O)(=O)=O.O=[Cr](=O)=O.[Cl:14][C:15]1[CH:35]=[CH:34][C:18]([C:19]2[CH:20]=[CH:21][C:22]([CH2:32][CH3:33])=[C:23]([CH:25]3[C:29](=[O:30])[CH:28]=[CH:27][CH:26]3[OH:31])[CH:24]=2)=[CH:17][CH:16]=1>CC(C)=O>[Cl:14][C:15]1[CH:16]=[CH:17][C:18]([C:19]2[CH:20]=[CH:21][C:22]([CH2:32][CH3:33])=[C:23]([CH:25]3[C:29](=[O:30])[CH:28]=[CH:27][C:26]3=[O:31])[CH:24]=2)=[CH:34][CH:35]=1 |f:0.1.2|. Run at time 8 hour. The reagents and catalysts are [I-].C(CCC)[N+](CCCC)(CCCC)CCCC (tetra-n-butylammonium iodide). Isolated yield 88.8%. The product is N1=C(C=CC=C1)COC=1C=C(C=O)C=CC1OCCC1=CC=CC=C1 (3-[(2-Pyridyl)methoxy]-4-(2-phenylethoxy)benzaldehyde). Starting materials: C([O-])([O-])=O.[Cs+].[Cs+] (Cesium carbonate), OC=1C=C(C=O)C=CC1OCCC1=CC=CC=C1 (3-hydroxy-4-(2-phenylethoxy)-benzaldehyde), N1=C(C=CC=C1)CCl (2-picolyl chloride). The solvent is CN(C=O)C (N,N-dimethylformamide). As a reaction SMILES: C(=O)([O-])[O-].[Cs+].[Cs+].[OH:7][C:8]1[CH:9]=[C:10]([CH:13]=[CH:14][C:15]=1[O:16][CH2:17][CH2:18][C:19]1[CH:24]=[CH:23][CH:22]=[CH:21][CH:20]=1)[CH:11]=[O:12].[N:25]1[CH:30]=[CH:29][CH:28]=[CH:27][C:26]=1[CH2:31]Cl>[I-].C([N+](CCCC)(CCCC)CCCC)CCC.CN(C)C=O>[N:25]1[CH:30]=[CH:29][CH:28]=[CH:27][C:26]=1[CH2:31][O:7][C:8]1[CH:9]=[C:10]([CH:13]=[CH:14][C:15]=1[O:16][CH2:17][CH2:18][C:19]1[CH:24]=[CH:23][CH:22]=[CH:21][CH:20]=1)[CH:11]=[O:12] |f:0.1.2,5.6|. Reported procedure: Cesium carbonate (800 mg, 2.5 mmol, 2 eq) was added to a stirred solution of 3-hydroxy-4-(2-phenylethoxy)-benzaldehyde (300 mg, 1.24 mmol, 1 eq), 2-picolyl chloride (210 mg, 1.3 mmol, 1.05 eq) and tetra-n-butylammonium iodide (460 mg, 1.24 mmol, 1 eq) in N,N-dimethylformamide (10 mL). The solution was stirred overnight, then concentrated in vacuo. The residue was azeotroped with water (2×10 mL), toluene (2×10 mL) and then purified by chromatography on silica gel. Elution with petroleum ether:eth... Reactants: Clc1nccc2ccccc12, [K+], O=[N+]([O-])[O-], O=[N+]([O-])O, O=S(=O)(O)O. The product is O=[N+]([O-])c1cccc2c(Cl)nccc12. As a reaction SMILES: [Cl:1][c:2]1[n:3][cH:4][cH:5][c:6]2[cH:7][cH:8][cH:9][cH:10][c:11]12.[K+:16].[O-:17][N+:18](=[O:19])[O-:20].[OH:12][N+:13]([O-:14])=[O:15].[S:21](=[O:22])(=[O:23])([OH:24])[OH:25]>>[Cl:1][c:2]1[n:3][cH:4][cH:5][c:6]2[c:7]([N+:13](=[O:12])[O-:14])[cH:8][cH:9][cH:10][c:11]12. The reactants are COC(=O)C=1C=C(NN1)NC1=NC(=NC2=CC=CC=C12)C1=CC=CC=C1 ((5-Methoxycarbonyl-2H-pyrazol-3-yl)-(2-phenyl-quinazolin-4-yl)-amine), [BH4-].[Li+] (lithium borohydride), C(O)([O-])=O.[Na+] (sodium hydrogen carbonate), Cl (HCl). Solvent: C1CCOC1 (THF), C(C)(=O)OCC (ethyl acetate). Yields the product OCC=1C=C(NN1)NC1=NC(=NC2=CC=CC=C12)C1=CC=CC=C1 ((5-Hydroxymethyl-2H-pyrazol-3-yl)-(2-phenyl-quinazolin-4-yl)-amine). As a reaction SMILES: C[O:2][C:3]([C:5]1[CH:6]=[C:7]([NH:10][C:11]2[C:20]3[C:15](=[CH:16][CH:17]=[CH:18][CH:19]=3)[N:14]=[C:13]([C:21]3[CH:26]=[CH:25][CH:24]=[CH:23][CH:22]=3)[N:12]=2)[NH:8][N:9]=1)=O.[BH4-].[Li+].Cl.C(=O)([O-])O.[Na+]>C1COCC1.C(OCC)(=O)C>[OH:2][CH2:3][C:5]1[CH:6]=[C:7]([NH:10][C:11]2[C:20]3[C:15](=[CH:16][CH:17]=[CH:18][CH:19]=3)[N:14]=[C:13]([C:21]3[CH:26]=[CH:25][CH:24]=[CH:23][CH:22]=3)[N:12]=2)[NH:8][N:9]=1 |f:1.2,4.5|. Procedure details: A solution of (5-Methoxycarbonyl-2H-pyrazol-3-yl)-(2-phenyl-quinazolin-4-yl)-amine (III-73) (345 mg, 1 mmol) in anhydrous THF (10 mL) was treated with lithium borohydride (125 mg, 5.75 mmol) at 65° C. for 5 hours. The mixture was cooled to room temperature then combined with 2M HCl and ethyl acetate. Solid sodium hydrogen carbonate was added to achieve pH 8 and the resulting mixture extracted with ethyl acetate. The extracts were dried over magnesium sulphate and concentrated. Purification by fl...